From a dataset of the Open Reaction Database (ORD), a public repository of structured organic reaction records. describe an organic reaction: reactants, conditions, products, and yield The reactants are FC=1C=C(N)C=CC1F (3,4-difluoro-aniline), ClC1=CC=C(C=O)C=C1 (4-chloro-benzaldehyde), C(C)OC(C(CC(C(C)C)=O)=O)=O (5-methyl-2,4-dioxo-hexanoic acid ethyl ester). The solvent is C(C)#N (acetonitrile). Yields the product ClC1=CC=C(C=C1)C1C(=C(C(N1C1=CC(=C(C=C1)F)F)=O)O)C(C(C)C)=O (5-(4-Chloro-phenyl)-1-(3,4-difluoro-phenyl)-3-hydroxy-4-isobutyryl-1,5-dihydro-pyrrol-2-one). The yield is 55.7%. RXN SMILES: [F:1][C:2]1[CH:3]=[C:4]([CH:6]=[CH:7][C:8]=1[F:9])[NH2:5].[Cl:10][C:11]1[CH:18]=[CH:17][C:14]([CH:15]=O)=[CH:13][CH:12]=1.C([O:21][C:22](=O)[C:23](=[O:30])[CH2:24][C:25](=[O:29])[CH:26]([CH3:28])[CH3:27])C>C(#N)C>[Cl:10][C:11]1[CH:18]=[CH:17][C:14]([CH:15]2[N:5]([C:4]3[CH:6]=[CH:7][C:8]([F:9])=[C:2]([F:1])[CH:3]=3)[C:22](=[O:21])[C:23]([OH:30])=[C:24]2[C:25](=[O:29])[CH:26]([CH3:28])[CH3:27])=[CH:13][CH:12]=1. Procedure: A mixture of 3,4-difluoro-aniline (1.8 g, 14.2 mmol), 4-chloro-benzaldehyde (2.0 g, 14.2 mmol) and 5-methyl-2,4-dioxo-hexanoic acid ethyl ester (2.6 g, 14.2 mmol) acetic acid (10 mL) was refluxed overnight. The reaction mixture was allowed to cool to rt and diluted with acetonitrile. The resulting precipitate was collected by vacuum filtration and dried to afford 3.1 g of the title compound. tR: 5.89 min (HPLC 2); ESI-MS: 390 [M−H]− (LC-MS 2).